From a dataset of the Open Reaction Database (ORD), a public repository of structured organic reaction records. describe an organic reaction: reactants, conditions, products, and yield Reactants: Cl.Cl.CC1=CC=C(C=C1)S(=O)(=O)OC[C@H]1COC2=C(O1)C(=C(C=C2)N)N ([(2R)-7,8-diamino-2,3-dihydro-1,4-benzodioxin-2-yl]methyl 4-methylbenzenesulfonate dihydrochloride), C(C)(=O)O (acetic acid). Product: CC=1NC=2C(=C3OC(COC3=CC2)CCl)N1 ((2-Methyl-7,8-dihydro-3H-6,9-dioxa-1,3-diaza-cyclopenta[a]naphthalen-8-yl)methylchloride). RXN SMILES: [ClH:1].Cl.CC1C=CC(S(O[CH2:14][C@@H:15]2[O:20][C:19]3[C:21]([NH2:26])=[C:22]([NH2:25])[CH:23]=[CH:24][C:18]=3[O:17][CH2:16]2)(=O)=O)=CC=1.[C:27](O)(=O)[CH3:28]>>[CH3:27][C:28]1[NH:25][C:22]2[C:21]([N:26]=1)=[C:19]1[C:18](=[CH:24][CH:23]=2)[O:17][CH2:16][CH:15]([CH2:14][Cl:1])[O:20]1 |f:0.1.2|. Reported procedure: A solution of 2.3 g (5.4 mmole) of [(2R)-7,8-diamino-2,3-dihydro-1,4-benzodioxin-2-yl]methyl 4-methylbenzenesulfonate dihydrochloride in 50 mL of acetic acid was refluxed under nitrogen for 24 hours. The solvent was removed in vacuum and the residue dissolved in 400 mL of ethyl acetate, washed with 300 mL of water and with 300 mL of saturated aqueous sodium bicarbonate, dried over magnesium sulfate, filtered and concentrated to a crude foam in vacuum. The crude product was column chromatographed... The reactants are ClC1=NC2=C(C=CC=C2C=C1)NS(=O)(=O)C1=C(C=CC=C1)[N+](=O)[O-] (N-(2-chloro-quinolin-8-yl)-2-nitro-benzenesulfonamide), ClC1=NC2=C(C=CC=C2C=C1)NS(=O)(=O)C1=C(C=CC=C1)[N+](=O)[O-] (N-(2-chloro-quinolin-8-yl)-2-nitro-benzenesulfonamide), Cl[Sn]Cl (SnCl2). The reagents and catalysts are Cl (HCl). Run in CCO (EtOH). The product is NC1=C(C=CC=C1)S(=O)(=O)NC=1C=CC=C2C=CC(=NC12)Cl (2-Amino-N-(2-chloro-quinolin-8-yl)-benzenesulfonamide). The yield is 80.3%. As a reaction SMILES: [Cl:1][C:2]1[CH:11]=[CH:10][C:9]2[C:4](=[C:5]([NH:12][S:13]([C:16]3[CH:21]=[CH:20][CH:19]=[CH:18][C:17]=3[N+:22]([O-])=O)(=[O:15])=[O:14])[CH:6]=[CH:7][CH:8]=2)[N:3]=1.Cl[Sn]Cl>Cl.CCO>[NH2:22][C:17]1[CH:18]=[CH:19][CH:20]=[CH:21][C:16]=1[S:13]([NH:12][C:5]1[CH:6]=[CH:7][CH:8]=[C:9]2[C:4]=1[N:3]=[C:2]([Cl:1])[CH:11]=[CH:10]2)(=[O:15])=[O:14]. Reported procedure: In a similar fashion using route 1 general procedure 4, N-(2-chloro-quinolin-8-yl)-2-nitro-benzenesulfonamide (Intermediate 255) (0.80 g, 2.2 mmol), SnCl2 (1.7 g, 8.8 mmol), 6N HCl (2 drops) and EtOH (15 ml) gave the title compound (0.59 g, 80%) which was used in the next steps without further purification. Starting materials: C(C)(C)(C)OC(=O)N(C)[C@@H]1CN(CC1)S(=O)(=O)C=1C=2C(=CN=C(C2C=CC1)Cl)Br ((S)-3-[N-(tert-Butoxycarbonyl)-N-methylamino]-1-(1-chloro-4-bromo-5-isoquinolinesulfonyl)pyrrolidine), C(C)(C)(C)OC(=O)NC1CN(CC1)S(=O)(=O)C=1C=2C(=CN=C(C2C=CC1)Cl)Cl ((R/S)-3-(tert-butoxycarbonyl)amino-1-(1,4-dichloro-5-isoquinolinesulfonyl)pyrrolidine). Yields the product NC1=NC=C(C=2C(=CC=CC12)S(=O)(=O)N1C[C@H](CC1)NC)Br ((S)-1-(1-Amino-4-bromo-5-isoquinolinesulfonyl)-3-(methylamino)pyrrolidine), Cl (hydrochloride). RXN SMILES: C(OC([N:8]([C@H:10]1[CH2:14][CH2:13][N:12]([S:15]([C:18]2[C:19]3[C:20]([Br:29])=[CH:21][N:22]=[C:23]([Cl:28])[C:24]=3[CH:25]=[CH:26][CH:27]=2)(=[O:17])=[O:16])[CH2:11]1)[CH3:9])=O)(C)(C)C.C(OC([NH:37]C1CCN(S(C2C3C(Cl)=CN=C(Cl)C=3C=CC=2)(=O)=O)C1)=O)(C)(C)C>>[NH2:37][C:23]1[C:24]2[CH:25]=[CH:26][CH:27]=[C:18]([S:15]([N:12]3[CH2:13][CH2:14][C@H:10]([NH:8][CH3:9])[CH2:11]3)(=[O:17])=[O:16])[C:19]=2[C:20]([Br:29])=[CH:21][N:22]=1.[ClH:28]. Procedure: Intermediate 24a was used in the method of Example 39 instead of Intermediate 26 to obtain the title compound as hydrochloride. The reactants are C(=O)(OC)C1=CSC=C1NC(=O)NCCCl (N-(3-carbomethoxythien-4-yl)-N'-(2-chloroethyl)urea), ( a ), Cl.COC1=C(C=CC=C1)N1CCNCC1 (1-(2-methoxyphenyl)piperazine hydrochloride), C([O-])(O)=O.[Na+] (sodium bicarbonate), [I-].[Na+] (sodium iodide), [OH-].[Na+] (NaOH). Solvent: O1CCCC1 (tetrahydrofuran). Reaction conditions: time 16 hour. The product is COC1=C(C=CC=C1)N1CCN(CC1)CCN1C(NC=2C(C1=O)=CSC2)=O (3-[2-[4-(2-Methoxyphenyl)piperazin-1-yl]ethyl]thieno[3,4-d]pyrimidine-2,4-dione). Isolated yield 50.2%. Reaction SMILES: [C:1]([C:5]1[C:9]([NH:10][C:11]([NH:13][CH2:14][CH2:15]Cl)=[O:12])=[CH:8][S:7][CH:6]=1)([O:3]C)=O.Cl.[CH3:18][O:19][C:20]1[CH:25]=[CH:24][CH:23]=[CH:22][C:21]=1[N:26]1[CH2:31][CH2:30][NH:29][CH2:28][CH2:27]1.C(=O)(O)[O-].[Na+].[I-].[Na+].[OH-].[Na+]>O1CCCC1>[CH3:18][O:19][C:20]1[CH:25]=[CH:24][CH:23]=[CH:22][C:21]=1[N:26]1[CH2:31][CH2:30][N:29]([CH2:15][CH2:14][N:13]2[C:1](=[O:3])[C:5]3=[CH:6][S:7][CH:8]=[C:9]3[NH:10][C:11]2=[O:12])[CH2:28][CH2:27]1 |f:1.2,3.4,5.6,7.8|. Procedure: A 500 ml tetrahydrofuran mixture containing 13.1 g (50 mmol) of N-(3-carbomethoxythien-4-yl)-N'-(2-chloroethyl)urea from (a), 35 g (150 mmol) of 1-(2-methoxyphenyl)piperazine hydrochloride, 21 g (250 mmol) of sodium bicarbonate and 3.75 g (25 mmol) of sodium iodide was heated to reflux under nitrogen for 4 days. The tetrahydrofuran was removed in vacuo and the residue was partitioned between H2O and CH2Cl2. The CH2Cl2 extracts were dried over MgSO4 and evaporated to dryness. This residue which c...